This data is from the Open Reaction Database (ORD), a public repository of structured organic reaction records. The task is: describe an organic reaction: reactants, conditions, products, and yield Starting materials: C(C1=CC=CC=C1)OC=1C=CC=2C[C@@H]3[C@@]4(CC[C@H]([C@H]5[C@@]4(C2C1O5)CCN3CC3CC3)N3C(C5=CC=CC=C5C3O)=O)O (2-(3-benzyloxy-17-cyclopropylmethyl-4,5α-epoxy-14-hydroxy-morphinan-6β-yl)-3-hydroxy-2,3-dihydro-isoindol-1-one), C1(=CC=CC=C1)C (toluene), C(=O)(OC)C=P(C1=CC=CC=C1)(C1=CC=CC=C1)C1=CC=CC=C1 ((carbomethoxymethylene)triphenylphosphorane), C(O)([O-])=O.[Na+] (sodium hydrogen carbonate). The product is C(C1=CC=CC=C1)OC=1C=CC=2C[C@@H]3[C@@]4(CC[C@H]([C@H]5[C@@]4(C2C1O5)CCN3CC3CC3)N3C(C5=CC=CC=C5C3CC(=O)OC)=O)O (2-(3-benzyloxy-17-cyclopropylmethyl-4,5α-epoxy-14-hydroxy-morphinan-6β-yl)-2,3-dihydro-3-methoxycarbonylmethyl-isoindol-1-one). Reaction SMILES: C([O:8][C:9]1[CH:10]=[CH:11][C:12]2[CH2:13][C@H:14]3[N:26]([CH2:27][CH:28]4[CH2:30][CH2:29]4)[CH2:25][CH2:24][C@:20]45[C:21]=2[C:22]=1[O:23][C@H:19]4[C@H:18]([N:31]1[CH:39]([OH:40])[C:38]2[C:33](=[CH:34][CH:35]=[CH:36][CH:37]=2)[C:32]1=O)[CH2:17][CH2:16][C@@:15]35[OH:42])C1C=CC=CC=1.[C:43]([CH:47]=P(C1C=CC=CC=1)(C1C=CC=CC=1)C1C=CC=CC=1)([O:45][CH3:46])=[O:44].C(=O)([O-])O.[Na+].[C:72]1([CH3:78])[CH:77]=[CH:76][CH:75]=[CH:74][CH:73]=1>>[CH2:78]([O:8][C:9]1[CH:10]=[CH:11][C:12]2[CH2:13][C@H:14]3[N:26]([CH2:27][CH:28]4[CH2:29][CH2:30]4)[CH2:25][CH2:24][C@:20]45[C:21]=2[C:22]=1[O:23][C@H:19]4[C@H:18]([N:31]1[CH:32]([CH2:47][C:43]([O:45][CH3:46])=[O:44])[C:33]2[C:38](=[CH:37][CH:36]=[CH:35][CH:34]=2)[C:39]1=[O:40])[CH2:17][CH2:16][C@@:15]35[OH:42])[C:72]1[CH:77]=[CH:76][CH:75]=[CH:74][CH:73]=1 |f:2.3|. Reported procedure: In 10 mL of toluene, 200 mg (0.35 mmol) of 2-(3-benzyloxy-17-cyclopropylmethyl-4,5α-epoxy-14-hydroxy-morphinan-6β-yl)-3-hydroxy-2,3-dihydro-isoindol-1-one obtained in Example 26-1 was dissolved, and 147 mg (0.43 mmol) of (carbomethoxymethylene)triphenylphosphorane was added thereto, followed by heating the mixture to reflux for 15 hours. Thereafter, aqueous saturated sodium hydrogen carbonate solution was added to the reaction mixture, and the resulting mixture was extracted with chloroform. Org... Reactants: CC#N, ClC=CCCl, Nc1ccccc1. Yields the product ClC=CCNc1ccccc1. RXN SMILES: [CH3:13][C:14]#[N:15].[Cl:8][CH:9]=[CH:10][CH2:11][Cl:12].[NH2:1][c:2]1[cH:3][cH:4][cH:5][cH:6][cH:7]1>>[NH:1]([c:2]1[cH:3][cH:4][cH:5][cH:6][cH:7]1)[CH2:11][CH:10]=[CH:9][Cl:8]. The reactants are O=C([O-])[O-], COc1ccc(N2CCNCC2)cc1, ClCc1nc2ccccc2[nH]1, [K+], [K+], CN(C)C=O, O. Product: COc1ccc(N2CCN(Cc3nc4ccccc4[nH]3)CC2)cc1. Reaction SMILES: [C:1](=[O:2])([O-:3])[O-:4].[CH3:18][O:19][c:20]1[cH:21][cH:22][c:23]([N:26]2[CH2:27][CH2:28][NH:29][CH2:30][CH2:31]2)[cH:24][cH:25]1.[Cl:7][CH2:8][c:9]1[nH:10][c:11]2[c:12]([n:13]1)[cH:14][cH:15][cH:16][cH:17]2.[K+:5].[K+:6].[O:32]=[CH:33][N:34]([CH3:35])[CH3:36].[OH2:37]>>[CH2:8]([c:9]1[nH:10][c:11]2[c:12]([n:13]1)[cH:14][cH:15][cH:16][cH:17]2)[N:29]1[CH2:28][CH2:27][N:26]([c:23]2[cH:22][cH:21][c:20]([O:19][CH3:18])[cH:25][cH:24]2)[CH2:31][CH2:30]1. Starting materials: N#CN (cyanamide), [S] (sulphur), CNC(=S)NCCSCC=1N=CNC1C (N-methyl-N'-[2-((5-methyl-4-imidazolyl)methylthio)ethyl]thiourea). The reagents and catalysts are [Hg] (mercury), N#CN.[Cd] (cadmium cyanamide). Yields the product C(#N)NC(=NCCSCC=1N=CNC1C)NC (N-cyano-N'-methyl-N"- [2-((5-methyl-4-imidazolyl)methylthio)ethyl]guanidine), CNC(=S)NCCSCC=1N=CNC1C (N-methyl-N'-[2-((5-methyl-4-imidazolyl)methylthio)ethyl]-thiourea). Reaction SMILES: [S].[CH3:2][NH:3][C:4]([NH:6][CH2:7][CH2:8][S:9][CH2:10][C:11]1[N:12]=[CH:13][NH:14][C:15]=1[CH3:16])=[S:5].[N:17]#[C:18][NH2:19]>[Hg].N#CN.[Cd]>[C:18]([NH:19][C:4]([NH:3][CH3:2])=[N:6][CH2:7][CH2:8][S:9][CH2:10][C:11]1[N:12]=[CH:13][NH:14][C:15]=1[CH3:16])#[N:17].[CH3:2][NH:3][C:4]([NH:6][CH2:7][CH2:8][S:9][CH2:10][C:11]1[N:12]=[CH:13][NH:14][C:15]=1[CH3:16])=[S:5] |f:4.5,^3:0|. Procedure: The compounds of Formula I wherein E is sulphur are also useful as intermediates for the procution of compounds of Formula I wherein E is NCN, for example, N-methyl-N'-[2-((5-methyl-4-imidazolyl)methylthio)ethyl]thiourea may be reacted with a heavy metal salt of cyanamide such as lead, mercury or cadmium cyanamide to yield N-cyano-N'-methyl-N"- [2-((5-methyl-4-imidazolyl)methylthio)ethyl]guanidine or N-methyl-N'-[2-((5-methyl-4-imidazolyl)methylthio)ethyl]-thiourea may be alkylated and the produ... Starting materials: O=C([O-])O, CC(=O)O, [Na+], N#CC1(C2CCOCC2)CCC2(CC1)OCCO2, O. Product: N#CC1(C2CCOCC2)CCC(=O)CC1. Reaction SMILES: [C:19](=[O:20])([OH:21])[O-:22].[CH3:24][C:25](=[O:26])[OH:27].[Na+:23].[O:1]1[CH2:2][CH2:3][CH:4]([C:7]2([C:17]#[N:18])[CH2:8][CH2:9][C:10]3([O:11][CH2:14][CH2:13][O:12]3)[CH2:15][CH2:16]2)[CH2:5][CH2:6]1.[OH2:28]>>[O:1]1[CH2:2][CH2:3][CH:4]([C:7]2([C:17]#[N:18])[CH2:8][CH2:9][C:10](=[O:11])[CH2:15][CH2:16]2)[CH2:5][CH2:6]1. The reactants are NC1CCN(CC1)CCCC (4-Amino-1-n-butylpiperidine), ClC1=C2C(C(=O)OC2=O)=C(C=C1)Cl (3,6-dichlorophthalic anhydride). Yields the product C(CCC)N1CCC(CC1)N1C(C=2C(C1=O)=C(C=CC2Cl)Cl)=O (1-n-Butyl-4-(3,6-dichlorophthalimido)piperidine). RXN SMILES: [NH2:1][CH:2]1[CH2:7][CH2:6][N:5]([CH2:8][CH2:9][CH2:10][CH3:11])[CH2:4][CH2:3]1.[Cl:12][C:13]1[CH:23]=[CH:22][C:21]([Cl:24])=[C:15]2[C:16]([O:18][C:19](=O)[C:14]=12)=[O:17]>>[CH2:8]([N:5]1[CH2:6][CH2:7][CH:2]([N:1]2[C:16](=[O:17])[C:15]3=[C:21]([Cl:24])[CH:22]=[CH:23][C:13]([Cl:12])=[C:14]3[C:19]2=[O:18])[CH2:3][CH2:4]1)[CH2:9][CH2:10][CH3:11]. Procedure details: 4-Amino-1-n-butylpiperidine and 3,6-dichlorophthalic anhydride are reacted in a similar manner to that described in Example 3 to give the title compound. Reactants: [N+](=O)([O-])C=1C=C(C=C(C(=O)OC2CN(C2)C(C2=CC=CC=C2)C2=CC=CC=C2)C(=O)C)C=CC1 (1-benzhydryl-3-azetidinyl 2-(3-nitrobenzylidene)acetoacetate), Cl.C(N)(=N)CC(=O)OC(C)C (isopropyl amidinoacetate hydrochloride), C[O-].[Na+] (sodium methoxide). Solvent: C(C)(C)O (isopropanol). The product is NC=1NC(=C(C(C1C(=O)OC(C)C)C1=CC(=CC=C1)[N+](=O)[O-])C(=O)OC1CN(C1)C(C1=CC=CC=C1)C1=CC=CC=C1)C (3-Isopropyl 5-(1-benzhydryl-3-azetidinyl) 2-amino-6-methyl-4-(3-nitrophenyl)-1,4-dihydropyridine-3,5-dicarboxylate). Yield: 56.4%. RXN SMILES: [N+:1]([C:4]1[CH:5]=[C:6]([CH:32]=[CH:33][CH:34]=1)[CH:7]=[C:8]([C:29]([CH3:31])=O)[C:9]([O:11][CH:12]1[CH2:15][N:14]([CH:16]([C:23]2[CH:28]=[CH:27][CH:26]=[CH:25][CH:24]=2)[C:17]2[CH:22]=[CH:21][CH:20]=[CH:19][CH:18]=2)[CH2:13]1)=[O:10])([O-:3])=[O:2].Cl.[C:36]([CH2:39][C:40]([O:42][CH:43]([CH3:45])[CH3:44])=[O:41])(=[NH:38])[NH2:37].C[O-].[Na+]>C(O)(C)C>[NH2:38][C:36]1[NH:37][C:29]([CH3:31])=[C:8]([C:9]([O:11][CH:12]2[CH2:15][N:14]([CH:16]([C:17]3[CH:18]=[CH:19][CH:20]=[CH:21][CH:22]=3)[C:23]3[CH:24]=[CH:25][CH:26]=[CH:27][CH:28]=3)[CH2:13]2)=[O:10])[CH:7]([C:6]2[CH:32]=[CH:33][CH:34]=[C:4]([N+:1]([O-:3])=[O:2])[CH:5]=2)[C:39]=1[C:40]([O:42][CH:43]([CH3:45])[CH3:44])=[O:41] |f:1.2,3.4|. Procedure: 1.6 g (0.0035 mole) of 1-benzhydryl-3-azetidinyl 2-(3-nitrobenzylidene)acetoacetate (prepared as described in Preparation 15) and 0.63 g (0.0035 mole) of isopropyl amidinoacetate hydrochloride were dissolved in 40 ml of isopropanol. 0.19 g (0.0035 mole) of sodium methoxide was then added to the mixture, and the mixture was heated under reflux for 4 hours. At the end of this time, the mixture was cooled, and the insoluble material was filtered off. The solvent was then distilled off under reduced... Reactants: Cl (HCl), solution, ClC1=C(O[C@@H]2C[C@H](C2)CN(C(OC(C)(C)C)=O)C)C=CC(=C1CN1CCCC1)Cl (tert-Butyl ({trans-3-[2,4-dichloro-3-(pyrrolidin-1-ylmethyl)phenoxy]cyclobutyl}methyl)methylcarbamate). Run in O1CCOCC1 (dioxane), O1CCOCC1 (dioxane). Reaction conditions: time 20 hour. Product: ClC1=C(O[C@@H]2C[C@H](C2)CNC)C=CC(=C1CN1CCCC1)Cl (({trans-3-[2,4-Dichloro-3-(pyrrolidin-1-ylmethyl)phenoxy]cyclobutyl}methyl)methyl-amine). Isolated yield 66.6%. RXN SMILES: Cl.[Cl:2][C:3]1[C:23]([CH2:24][N:25]2[CH2:29][CH2:28][CH2:27][CH2:26]2)=[C:22]([Cl:30])[CH:21]=[CH:20][C:4]=1[O:5][C@H:6]1[CH2:9][C@H:8]([CH2:10][N:11](C)[C:12](=O)OC(C)(C)C)[CH2:7]1>O1CCOCC1>[Cl:2][C:3]1[C:23]([CH2:24][N:25]2[CH2:29][CH2:28][CH2:27][CH2:26]2)=[C:22]([Cl:30])[CH:21]=[CH:20][C:4]=1[O:5][C@H:6]1[CH2:9][C@H:8]([CH2:10][NH:11][CH3:12])[CH2:7]1. Procedure details: 4M HCl in dioxane (3.5 mL) was added to a solution of example 376, tert-Butyl ({trans-3-[2,4-dichloro-3-(pyrrolidin-1-ylmethyl)phenoxy]cyclobutyl}methyl)methylcarbamate (1.65 g, 3.72 mmol) in 2 mL of dioxane. The mixture was stirred for 20 h and evaporated to dryness. Water (5 mL) was added to the residue, and the solution was subjected to extraction with CHCl3 (2×5 mL). The organic layers were discarded. Saturated K2CO3 (5 mL) was added to the water layer. The water solution was subjected to ex... Starting materials: COC1=CC=C2C=CC(=NC2=N1)N1C(C2=CC=CC=C2C1=O)OCC(=O)O ([2-(7-methoxy-1,8-napthyridin-2-yl)-3-oxo-1-isoindolinyloxy] acetic acid), N,'-carbonyldiimidazole, OC1CCNCC1 (4-hydroxypiperidine). Solvent: CN(C=O)C (dimethylformamide). The product is OC1CCN(CC1)C(COC1N(C(C2=CC=CC=C12)=O)C1=NC2=NC(=CC=C2C=C1)OC)=O (3-[2-(4-hydroxy-1-piperidyl)-2-oxoethoxy]-2-(7-methoxy-1,8-naphthyridin-2-yl)-1-isoindolinone). Yield: 101.8%. Reaction SMILES: [CH3:1][O:2][C:3]1[N:12]=[C:11]2[C:6]([CH:7]=[CH:8][C:9]([N:13]3[C:21](=[O:22])[C:20]4[C:15](=[CH:16][CH:17]=[CH:18][CH:19]=4)[CH:14]3[O:23][CH2:24][C:25](O)=[O:26])=[N:10]2)=[CH:5][CH:4]=1.[OH:28][CH:29]1[CH2:34][CH2:33][NH:32][CH2:31][CH2:30]1>CN(C)C=O>[OH:28][CH:29]1[CH2:34][CH2:33][N:32]([C:25](=[O:26])[CH2:24][O:23][CH:14]2[C:15]3[C:20](=[CH:19][CH:18]=[CH:17][CH:16]=3)[C:21](=[O:22])[N:13]2[C:9]2[CH:8]=[CH:7][C:6]3[C:11](=[N:12][C:3]([O:2][CH3:1])=[CH:4][CH:5]=3)[N:10]=2)[CH2:31][CH2:30]1. Procedure: The procedure is as in Example 44, but starting with [2-(7-methoxy-1,8-napthyridin-2-yl)-3-oxo-1-isoindolinyloxy] acetic acid (3.5 g) in anhydrous dimethylformamide (70 cc), N,'-carbonyldiimidazole (1.6 g) and 4-hydroxypiperidine (0.82 g). After recrystallization in ethanol, 3-[2-(4-hydroxy-1-piperidyl)-2-oxoethoxy]-2-(7-methoxy-1,8-naphthyridin-2-yl)-1-isoindolinone (3.7 g), m.p. 167° C., is obtained.